This data is from the Open Reaction Database (ORD), a public repository of structured organic reaction records. The task is: describe an organic reaction: reactants, conditions, products, and yield Starting materials: C(C)N(CCC(C)(N)C)CC (N1,N1-diethyl-3-methylbutane-1,3-diamine), C(=O)(OCC1=CC=CC=C1)ON1C(=O)CCC1=O (CbzOSu). Solvent: C1CCOC1 (THF). Reaction conditions: time 2 day. Product: C(C)N(CCC(C)(C)NC(OCC1=CC=CC=C1)=O)CC (Benzyl 4-(diethylamino)-2-methylbutan-2-ylcarbamate). Isolated yield 51.8%. Reaction SMILES: [CH2:1]([N:3]([CH2:10][CH3:11])[CH2:4][CH2:5][C:6]([CH3:9])([NH2:8])[CH3:7])[CH3:2].[C:12](ON1C(=O)CCC1=O)([O:14][CH2:15][C:16]1[CH:21]=[CH:20][CH:19]=[CH:18][CH:17]=1)=[O:13]>C1COCC1>[CH2:10]([N:3]([CH2:1][CH3:2])[CH2:4][CH2:5][C:6]([NH:8][C:12](=[O:13])[O:14][CH2:15][C:16]1[CH:21]=[CH:20][CH:19]=[CH:18][CH:17]=1)([CH3:9])[CH3:7])[CH3:11]. Procedure details: Crude N1,N1-diethyl-3-methylbutane-1,3-diamine (7.00 g, 44.2 mmol) was dissolved into THF (100 mL). To this solution was added CbzOSu (11.0 g, 1 equiv, 44.2 mmol) in one portion. The reaction was left to stir at room temperature for 2 d. The solvent was removed and the residue was taken up in a mixture of ethyl acetate (150 mL) and water (100 mL). The layers were separated and the organic layer washed with saturated sodium bicarbonate (2×100 mL), water (100 mL) and brine (100 mL). The organic la... Starting materials: ClC=1N=C(C2=C(N1)SC=C2)N(C)C2=CC=CC=C2 (2-Chloro-4-(N-methylphenylamino)thieno[2,3-d]-pyrimidine), FC1=CC(=C(C=C1)N)C (4-fluoro-2-methylphenylamine). Solvent: CO (methanol). Product: Cl.FC1=CC(=C(C=C1)NC=1N=C(C2=C(N1)SC=C2)N(C)C2=CC=CC=C2)C (2-(4-Fluoro-2-methylphenylamino)-4-(N-methylphenylamino)thieno-[2,3-d]pyrimidine hydrochloride), hydrochloride salt. Reaction SMILES: [Cl:1][C:2]1[N:3]=[C:4]([N:11]([C:13]2[CH:18]=[CH:17][CH:16]=[CH:15][CH:14]=2)[CH3:12])[C:5]2[CH:10]=[CH:9][S:8][C:6]=2[N:7]=1.[F:19][C:20]1[CH:25]=[CH:24][C:23]([NH2:26])=[C:22]([CH3:27])[CH:21]=1>CO>[ClH:1].[F:19][C:20]1[CH:25]=[CH:24][C:23]([NH:26][C:2]2[N:3]=[C:4]([N:11]([C:13]3[CH:18]=[CH:17][CH:16]=[CH:15][CH:14]=3)[CH3:12])[C:5]3[CH:10]=[CH:9][S:8][C:6]=3[N:7]=2)=[C:22]([CH3:27])[CH:21]=1 |f:3.4|. Procedure: 2-Chloro-4-(N-methylphenylamino)thieno[2,3-d]-pyrimidine (1.5 g, 0.00544 mol) and 4-fluoro-2-methylphenylamine (1.5 g, 0.0120 mol) were heated at 160° for 2.5 hours. Addition of methanol gave a solid which was collected by filtration and dried, (1.81 g). Recrystallization from ethanolic HCl/methanol gave the title compound as the hydrochloride salt, (1.44 g), m.p.216°-218°. The product is NC1=C(SC2=NC=C(N=C21)Br)C(=O)NC2=C(C=CC(=C2)NC(C2=CC(=CC=C2)C(C)(C)C#N)=O)C (7-amino-2-bromo-N-(5-(3-(2-cyanopropan-2-yl)benzamido)-2-methylphenyl)thieno[2,3-b]pyrazine-6-carboxamide). Isolated yield 77.4%. Conditions: temperature 50 celsius, time 2 hour. Run in C(C)O (ethanol). Reaction SMILES: Br[C:2]1[C:3]([C:9]#[N:10])=[N:4][C:5]([Br:8])=[CH:6][N:7]=1.[C:11]([C:13]([C:16]1[CH:17]=[C:18]([CH:34]=[CH:35][CH:36]=1)[C:19]([NH:21][C:22]1[CH:27]=[CH:26][C:25]([CH3:28])=[C:24]([NH:29][C:30](=[O:33])[CH2:31][SH:32])[CH:23]=1)=[O:20])([CH3:15])[CH3:14])#[N:12].C(=O)([O-])[O-].[K+].[K+]>C(O)C>[NH2:10][C:9]1[C:3]2[C:2](=[N:7][CH:6]=[C:5]([Br:8])[N:4]=2)[S:32][C:31]=1[C:30]([NH:29][C:24]1[CH:23]=[C:22]([NH:21][C:19](=[O:20])[C:18]2[CH:34]=[CH:35][CH:36]=[C:16]([C:13]([C:11]#[N:12])([CH3:14])[CH3:15])[CH:17]=2)[CH:27]=[CH:26][C:25]=1[CH3:28])=[O:33] |f:2.3.4|. Starting materials: BrC=1C(=NC(=CN1)Br)C#N (3,6-dibromopyrazine-2-carbonitrile), C(#N)C(C)(C)C=1C=C(C(=O)NC2=CC(=C(C=C2)C)NC(CS)=O)C=CC1 (3-(2-cyanopropan-2-yl)-N-(3-(2-mercaptoacetamido)-4-methylphenyl)benzamide), C([O-])([O-])=O.[K+].[K+] (potassium carbonate). Procedure details: To a solution of 3,6-dibromopyrazine-2-carbonitrile 15 (286 mg, 1.089 mmol) and 3-(2-cyanopropan-2-yl)-N-(3-(2-mercaptoacetamido)-4-methylphenyl)benzamide 16 (400 mg, 1.089 mmol) in ethanol (5 mL) was added potassium carbonate (211 mg, 1.524 mmol). The reaction was stirred 1 h at rt and 2 h at 50° C. Quenched in cooled 1N HCl solution (aq), the resulting precipitate was collected and dried to give crude compound 17 (588 mg). Purification by chromatography (0-10% EtOAc in CH2Cl2) gave pure 7-amin... The reactants are CN(C)CC=1SC=C(N1)CSCCN (2-dimethylaminomethyl-4-(2-aminoethyl)thiomethylthiazole), Cl (hydrochloric acid), CN=C(SC)SC (methylcarbonimidodithioic acid, dimethyl ester). The solvent is C(C)O (ethanol). Product: CNC(SC)=NCCSCC=1N=C(SC1)CN(C)C (N-methyl-S-methyl-N'-[2-(2-dimethylaminomethylthiazol-4-ylmethylthio)ethyl]isothiourea). RXN SMILES: [CH3:1][N:2]([CH2:4][C:5]1[S:6][CH:7]=[C:8]([CH2:10][S:11][CH2:12][CH2:13][NH2:14])[N:9]=1)[CH3:3].Cl.[CH3:16][N:17]=[C:18](SC)[S:19][CH3:20]>C(O)C>[CH3:16][NH:17][C:18](=[N:14][CH2:13][CH2:12][S:11][CH2:10][C:8]1[N:9]=[C:5]([CH2:4][N:2]([CH3:1])[CH3:3])[S:6][CH:7]=1)[S:19][CH3:20]. Procedure: Two g. of 2-dimethylaminomethyl-4-(2-aminoethyl)thiomethylthiazole, 25 ml. of denatured ethanol, 0.72 ml. of concentrated hydrochloric acid and 1.16 g. of methylcarbonimidodithioic acid, dimethyl ester, were added to a flask and heated under reflux for 16 hours. The reaction mixture was then evaporated to an oily residue under vacuum, and the residue was taken up in 25 ml. of water and extracted with two 15 ml. portions of diethyl ether. The aqueous layer was cooled and 3 ml. of 50% aqueous sodi...